Dataset: the Open Reaction Database (ORD), a public repository of structured organic reaction records. Task: describe an organic reaction: reactants, conditions, products, and yield Starting materials: Cc1ccc(Sc2ccc(O)cc2)c(Nc2ccnc3nc(C)ccc23)c1, O=S(=O)(Cl)Cc1ccccc1. The product is Cc1ccc(Sc2ccc(OS(=O)(=O)Cc3ccccc3)cc2)c(Nc2ccnc3nc(C)ccc23)c1. As a reaction SMILES: [CH3:1][c:2]1[cH:3][c:4]([NH:16][c:17]2[cH:18][cH:19][n:20][c:21]3[n:22][c:23]([CH3:27])[cH:24][cH:25][c:26]23)[c:5]([S:8][c:9]2[cH:10][cH:11][c:12]([OH:15])[cH:13][cH:14]2)[cH:6][cH:7]1.[c:28]1([CH2:34][S:35](=[O:36])(=[O:37])[Cl:38])[cH:29][cH:30][cH:31][cH:32][cH:33]1>>[CH3:1][c:2]1[cH:3][c:4]([NH:16][c:17]2[cH:18][cH:19][n:20][c:21]3[n:22][c:23]([CH3:27])[cH:24][cH:25][c:26]23)[c:5]([S:8][c:9]2[cH:10][cH:11][c:12]([O:15][S:35]([CH2:34][c:28]3[cH:29][cH:30][cH:31][cH:32][cH:33]3)(=[O:36])=[O:37])[cH:13][cH:14]2)[cH:6][cH:7]1. Starting materials: [Li]CCCC, CN(C)C=O, Cl, FC(F)(F)CCCCCc1cccs1, C1CCOC1. Yields the product O=Cc1ccc(CCCCCC(F)(F)F)s1. As a reaction SMILES: [CH2:15]([Li:16])[CH2:17][CH2:18][CH3:19].[CH3:20][N:21]([CH:22]=[O:23])[CH3:24].[ClH:25].[F:1][C:2]([CH2:3][CH2:4][CH2:5][CH2:6][CH2:7][c:8]1[s:9][cH:10][cH:11][cH:12]1)([F:13])[F:14].[O:26]1[CH2:27][CH2:28][CH2:29][CH2:30]1>>[F:1][C:2]([CH2:3][CH2:4][CH2:5][CH2:6][CH2:7][c:8]1[s:9][c:10]([CH:22]=[O:23])[cH:11][cH:12]1)([F:13])[F:14]. The reactants are C=CC1CN2CCC1CC2[C@@H](C3=C4C=C(C=CC4=NC=C3)O)O (6-hydroxycinchonine), C([O-])([O-])=O.[K+].[K+] (potassium carbonate), C(C)OC(CCCBr)=O (ethyl-4-bromobutyrate), CO (methanol). The reagents and catalysts are C1COCCOCCOCCOCCOCCO1 (18-crown 6). The solvent is CN(C=O)C (dimethylformamide), O (water). Conditions: temperature 120 celsius. The product is [OH-].[NH4+] (ammonium hydroxide), C(C)OC(C(CC)OC1=CC=C2N=CC=C(C([C@H]3C[C@H]4[C@H](CN3CC4)C=C)O)C2=C1)=O ((9-Hydroxycinchonan-6'-yl) oxybutanoic acid ethyl ester). Yield: 92.5%. RXN SMILES: [CH2:1]=[CH:2][CH:3]1[CH:8]2[CH2:9][CH:10]([C@H:11]([OH:23])[C:12]3[CH:21]=[CH:20][N:19]=[C:18]4[C:13]=3[CH:14]=[C:15]([OH:22])[CH:16]=[CH:17]4)[N:5]([CH2:6][CH2:7]2)[CH2:4]1.C(=O)([O-])[O-].[K+].[K+].[CH2:30]([O:32][C:33](=[O:38])[CH2:34][CH2:35][CH2:36]Br)[CH3:31].CO>CN(C)C=O.C1OCCOCCOCCOCCOCCOC1.O>[OH-:22].[NH4+:5].[CH2:30]([O:32][C:33](=[O:38])[CH:34]([O:22][C:15]1[CH:14]=[C:13]2[C:18]([N:19]=[CH:20][CH:21]=[C:12]2[CH:11]([OH:23])[C@@H:10]2[N:5]3[CH2:6][CH2:7][C@H:8]([C@@H:3]([CH:2]=[CH2:1])[CH2:4]3)[CH2:9]2)=[CH:17][CH:16]=1)[CH2:35][CH3:36])[CH3:31] |f:1.2.3,9.10|. Reported procedure: To a solution of 250 mg (0.80 mmol) of (1) in 6 ml of dry dimethylformamide (Aldrich, 99%) was added 110 mg (0.80 mmol) of anhydrous potassium carbonate, followed by 109 ml (0.75 mmol) of ethyl-4-bromobutyrate and catalytic amount (4 mg) of 18-crown 6. The reaction mixture was heated at 120° C. for 2 h, cooled, and placed under reduced pressure to remove dimethylformamide. 50 ml of dichloromethane was added to the residue and the mixture was filtered. The filtrate was washed with 2×25 ml of 5% s...